From a dataset of the Open Reaction Database (ORD), a public repository of structured organic reaction records. describe an organic reaction: reactants, conditions, products, and yield Starting materials: C(C)(C)(C)OC(=O)N1CC2=CC=C(C=C2C1)I (5-iodo-1,3-dihydro-isoindole-2-carboxylic acid tert-butyl ester), FC(C(=O)O)(F)F.COC1CCNCC1 (4-methoxy-piperidine trifluoroacetate). Reported procedure: Prepared in analogy to Example A3(d) from 5-iodo-1,3-dihydro-isoindole-2-carboxylic acid tert-butyl ester (Example A38(b)) and 4-methoxy-piperidine trifluoroacetate. Yellow oil. MS (m/e): 333.3 ([M+H]+, 100%). The product is C(C)(C)(C)OC(=O)N1CC2=CC=C(C=C2C1)N1CCC(CC1)OC (5-(4-Methoxy-piperidin-1-yl)-1,3-dihydro-isoindole-2-carboxylic acid tert-butyl ester). RXN SMILES: [C:1]([O:5][C:6]([N:8]1[CH2:16][C:15]2[C:10](=[CH:11][CH:12]=[C:13](I)[CH:14]=2)[CH2:9]1)=[O:7])([CH3:4])([CH3:3])[CH3:2].FC(F)(F)C(O)=O.[CH3:25][O:26][CH:27]1[CH2:32][CH2:31][NH:30][CH2:29][CH2:28]1>>[C:1]([O:5][C:6]([N:8]1[CH2:16][C:15]2[C:10](=[CH:11][CH:12]=[C:13]([N:30]3[CH2:31][CH2:32][CH:27]([O:26][CH3:25])[CH2:28][CH2:29]3)[CH:14]=2)[CH2:9]1)=[O:7])([CH3:4])([CH3:3])[CH3:2] |f:1.2|. Reactants: CC(C)(C)c1cc([N+](=O)[O-])cc(C(C)(C)C)c1O, CO. The product is CC(C)(C)c1cc(N)cc(C(C)(C)C)c1O. As a reaction SMILES: [C:1]([CH3:2])([CH3:3])([CH3:4])[c:5]1[c:6]([OH:18])[c:7]([C:14]([CH3:15])([CH3:16])[CH3:17])[cH:8][c:9]([N+:11]([O-:12])=[O:13])[cH:10]1.[CH3:19][OH:20]>>[C:1]([CH3:2])([CH3:3])([CH3:4])[c:5]1[c:6]([OH:18])[c:7]([C:14]([CH3:15])([CH3:16])[CH3:17])[cH:8][c:9]([NH2:11])[cH:10]1. The reactants are N#Cc1ccc(C2CCc3ncc(C=O)n32)cc1F, CC(C)(C)O, [O-][Cl+][O-], [Na+], [Na+], O, O, O=P([O-])(O)O. RXN SMILES: [C:1](#[N:2])[c:3]1[c:4]([F:19])[cH:5][c:6]([CH:9]2[CH2:10][CH2:11][c:12]3[n:13]2[c:14]([CH:17]=[O:18])[cH:15][n:16]3)[cH:7][cH:8]1.[CH3:31][C:32]([OH:33])([CH3:34])[CH3:35].[Cl+:20]([O-:21])[O-:22].[Na+:23].[Na+:30].[OH2:24].[OH2:36].[P:25]([O-:26])([OH:27])([OH:28])=[O:29]>>[C:1](#[N:2])[c:3]1[c:4]([F:19])[cH:5][c:6]([CH:9]2[CH2:10][CH2:11][c:12]3[n:13]2[c:14]([C:17](=[O:18])[OH:21])[cH:15][n:16]3)[cH:7][cH:8]1. Product: N#Cc1ccc(C2CCc3ncc(C(=O)O)n32)cc1F. Reactants: [O-]P([O-])(=O)OP(=O)([O-])[O-] (pyrophosphate), C(=C)(Cl)Cl (vinylidene chloride), C(=C)(Cl)Cl (vinylidene chloride), C(C)(=O)OC=C.C=C (ethylene vinyl acetate), C(=C)(Cl)Cl (vinylidene chloride). Yields the product C(=C)(Cl)Cl (vinylidene chloride), C(C=C)(=O)OC (methyl acrylate). RXN SMILES: [C:1]([Cl:4])([Cl:3])=[CH2:2].[C:5]([O:8][CH:9]=C)(=[O:7])[CH3:6].C=C.[O-]P(OP([O-])([O-])=O)(=O)[O-]>>[C:1]([Cl:4])([Cl:3])=[CH2:2].[C:5]([O:8][CH3:9])(=[O:7])[CH:6]=[CH2:1] |f:1.2|. Procedure: Examples 1-8 are repeated with the following exceptions. Instead of using the PVdC set forth in Table I, a pellet having the following composition is employed: the pellet contains about 96.5 weight percent of a vinylidene chloride interpolymer; about 1.5 weight percent ethylene vinyl acetate; about 1.2 weight percent tetrasodiuum pyrophosphate; and about 0.8 weight percent of epoxidized soybean oil. The vinylidene chloride interpolymer comprises from about 99.8 weight percent of a vinylidene chl... The reactants are CC(C)(C)OC(=O)N1CCC(n2cc(C#N)[nH]c2=O)CC1, C1COCCO1, CCOC(C)=O, Cl. Product: N#Cc1cn(C2CCNCC2)c(=O)[nH]1, Cl. RXN SMILES: [C:1](#[N:2])[c:3]1[nH:4][c:5](=[O:21])[n:6]([CH:8]2[CH2:9][CH2:10][N:11]([C:14]([O:15][C:16]([CH3:17])([CH3:18])[CH3:19])=[O:20])[CH2:12][CH2:13]2)[cH:7]1.[CH2:23]1[O:24][CH2:25][CH2:26][O:27][CH2:28]1.[CH3:29][CH2:30][O:31][C:32](=[O:33])[CH3:34].[ClH:22]>>[C:1](#[N:2])[c:3]1[nH:4][c:5](=[O:21])[n:6]([CH:8]2[CH2:9][CH2:10][NH:11][CH2:12][CH2:13]2)[cH:7]1.[ClH:22].